Task: describe an organic reaction: reactants, conditions, products, and yield. Dataset: the Open Reaction Database (ORD), a public repository of structured organic reaction records The reactants are C(C)(=O)OCC (ethyl acetate), C1(=CC=CC=C1)C(OC1CCN(CC1)CCCN)C1=CC=CC=C1 (4-(diphenylmethoxy)-1-piperidinepropanamine), ClC=1C=CC=2N(N1)C(=NN2)C(C#N)(C)C (2-[6-chloro[1,2,4]triazolo[4,3-b]pyridazin-3-yl]-2-methylpropionitrile), C(CCC)O (1-butanol), C(C)N(C(C)C)C(C)C (N-ethyldiisopropylamine). Product: C(\C=C\C(=O)O)(=O)O.C1(=CC=CC=C1)C(OC1CCN(CC1)CCCNC=1C=CC=2N(N1)C(=NN2)C(C#N)(C)C)C2=CC=CC=C2 (2-[6-[3-[4-(Diphenylmethoxy)piperidino]propylamino][1,2,4]triazolo[4,3-b]pyridazin-3-yl]-2-methylpropionitrile fumarate). RXN SMILES: [C:1]1([CH:7]([C:19]2[CH:24]=[CH:23][CH:22]=[CH:21][CH:20]=2)[O:8][CH:9]2[CH2:14][CH2:13][N:12]([CH2:15][CH2:16][CH2:17][NH2:18])[CH2:11][CH2:10]2)[CH:6]=[CH:5][CH:4]=[CH:3][CH:2]=1.Cl[C:26]1[CH:27]=[CH:28][C:29]2[N:30]([C:32]([C:35]([CH3:39])([CH3:38])[C:36]#[N:37])=[N:33][N:34]=2)[N:31]=1.C(N(C(C)C)C(C)C)C.[C:49]([O:52]CC)(=[O:51])[CH3:50].C([OH:59])CCC>>[C:7]([OH:59])(=[O:8])/[CH:19]=[CH:50]/[C:49]([OH:52])=[O:51].[C:19]1([CH:7]([C:1]2[CH:2]=[CH:3][CH:4]=[CH:5][CH:6]=2)[O:8][CH:9]2[CH2:14][CH2:13][N:12]([CH2:15][CH2:16][CH2:17][NH:18][C:26]3[CH:27]=[CH:28][C:29]4[N:30]([C:32]([C:35]([CH3:39])([CH3:38])[C:36]#[N:37])=[N:33][N:34]=4)[N:31]=3)[CH2:11][CH2:10]2)[CH:24]=[CH:23][CH:22]=[CH:21][CH:20]=1 |f:5.6|. Procedure details: 5.57 g of 4-(diphenylmethoxy)-1-piperidinepropanamine and 3.62 g of 2-[6-chloro[1,2,4]triazolo[4,3-b]pyridazin-3-yl]-2-methylpropionitrile were dissolved in 60 ml of 1-butanol; 5.65 ml of N-ethyldiisopropylamine was added, followed by refluxing under heating for 3.5 hours. After cooling, ethyl acetate was added; the reaction mixture was washed with saturated aqueous sodium bicarbonate, washed with saturated saline, and dried over magnesium sulfate. After concentration under reduced pressure, the... Starting materials: BrC(CCCO[Si](C)(C)C(C)(C)C)=C (((4-bromopent-4-en-1-yl)oxy)(tert-butyl)dimethylsilane), II (iodine), [Mg] (magnesium), II (iodine), FC1=C(C=O)C=C(C(=C1)F)C=1C=NC=NC1 (2,4-difluoro-5-(pyrimidin-5-yl)benzaldehyde). Run in O (Water), C1CCOC1 (THF), C1CCOC1 (THF). Reaction conditions: time 15 minute. Product: [Si](C)(C)(C(C)(C)C)OCCCC(C(=O)C1=C(C=C(C(=C1)C=1C=NC=NC1)F)F)=C (5-((tert-butyldimethylsilyl)oxy)-1-(2,4-difluoro-5-(pyrimidin-5-yl)phenyl)-2-methylenepentan-1-one). Isolated yield 25.0%. Reaction SMILES: Br[C:2](=[CH2:14])[CH2:3][CH2:4][CH2:5][O:6][Si:7]([C:10]([CH3:13])([CH3:12])[CH3:11])([CH3:9])[CH3:8].[Mg].II.[F:18][C:19]1[CH:26]=[C:25]([F:27])[C:24]([C:28]2[CH:29]=[N:30][CH:31]=[N:32][CH:33]=2)=[CH:23][C:20]=1[CH:21]=[O:22]>C1COCC1.O>[Si:7]([O:6][CH2:5][CH2:4][CH2:3][C:2](=[CH2:14])[C:21]([C:20]1[CH:23]=[C:24]([C:28]2[CH:33]=[N:32][CH:31]=[N:30][CH:29]=2)[C:25]([F:27])=[CH:26][C:19]=1[F:18])=[O:22])([C:10]([CH3:13])([CH3:12])[CH3:11])([CH3:9])[CH3:8]. Procedure: A solution of ((4-bromopent-4-en-1-yl)oxy)(tert-butyl)dimethylsilane (prepared following the procedures of Rostami, Organic Letters, 2007), 9(4), 703-706) (3.30 g, 11.81 mmol) in THF (25 mL) was added to a flask filled with magnesium (0.574 g, 23.62 mmol) and iodine (0.092 g, 0.363 mmol), and the resulting dark brown suspension was stirred at rt for 15 min and then heated under reflux for 45 min. The color changed from brown to deep reddish and the color of iodine faded 10 min under reflux. Even... Starting materials: CCC(C)C(NC(=O)OCc1ccccc1)C(=O)O, CCN1CCOCC1, CC(C)CN, CC(C)COC(=O)Cl, C1CCOC1, O. The product is CCC(C)C(NC(=O)OCc1ccccc1)C(=O)NCC(C)C. RXN SMILES: [CH2:1]([c:2]1[cH:3][cH:4][cH:5][cH:6][cH:7]1)[O:8][C:9](=[O:10])[NH:11][CH:12]([CH:13]([CH3:14])[CH2:15][CH3:16])[C:17](=[O:18])[OH:19].[CH2:20]([N:21]1[CH2:22][CH2:23][O:24][CH2:25][CH2:26]1)[CH3:27].[CH2:36]([CH:37]([CH3:38])[CH3:39])[NH2:40].[Cl:28][C:29]([O:30][CH2:31][CH:32]([CH3:33])[CH3:34])=[O:35].[O:41]1[CH2:42][CH2:43][CH2:44][CH2:45]1.[OH2:46]>>[CH2:1]([c:2]1[cH:3][cH:4][cH:5][cH:6][cH:7]1)[O:8][C:9](=[O:10])[NH:11][CH:12]([CH:13]([CH3:14])[CH2:15][CH3:16])[C:17](=[O:19])[NH:40][CH2:36][CH:37]([CH3:38])[CH3:39]. The reactants are crude mixture, COC(C1=CC(=C(C=C1)NC(=O)[C@H]1[C@@H]([C@@]2([C@@H](N1)CC(C)(C)C)C(NC1=CC(=CC=C12)Cl)=O)C1=C(C(=CC=C1)Br)F)OC)=O (rac-4-{[(2′S,3′R,4′S,5′R)-4′-(3-bromo-2-fluoro-phenyl)-6-chloro-2′-(2,2-dimethyl-propyl)-2-oxo-1,2-dihydro-spiro[indole-3,3′-pyrrolidine]-5′-carbonyl]amino}-3-methoxy-benzoic acid methyl ester), [OH-].[Na+] (NaOH), Cl (HCl). Solvent: O (water), CO (MeOH), C1CCOC1 (THF). Conditions: time 18 hour. Product: BrC=1C(=C(C=CC1)[C@@H]1[C@@]2([C@@H](N[C@H]1C(=O)NC1=C(C=C(C(=O)O)C=C1)OC)CC(C)(C)C)C(NC1=CC(=CC=C12)Cl)=O)F (rac-4-{[(2′S,3′R,4′S,5′R)-4′-(3-bromo-2-fluoro-phenyl)-6-chloro-2′-(2,2-dimethyl-propyl)-2-oxo-1,2-dihydro-spiro[indole-3,3′-pyrrolidine]-5′-carbonyl]-amino}-3-methoxy-benzoic acid). Reaction SMILES: C[O:2][C:3](=[O:43])[C:4]1[CH:9]=[CH:8][C:7]([NH:10][C:11]([C@@H:13]2[NH:17][C@@H:16]([CH2:18][C:19]([CH3:22])([CH3:21])[CH3:20])[C@:15]3([C:30]4[C:25](=[CH:26][C:27]([Cl:31])=[CH:28][CH:29]=4)[NH:24][C:23]3=[O:32])[C@H:14]2[C:33]2[CH:38]=[CH:37][CH:36]=[C:35]([Br:39])[C:34]=2[F:40])=[O:12])=[C:6]([O:41][CH3:42])[CH:5]=1.[OH-].[Na+].Cl>CO.C1COCC1.O>[Br:39][C:35]1[C:34]([F:40])=[C:33]([C@H:14]2[C@H:13]([C:11]([NH:10][C:7]3[CH:8]=[CH:9][C:4]([C:3]([OH:43])=[O:2])=[CH:5][C:6]=3[O:41][CH3:42])=[O:12])[NH:17][C@@H:16]([CH2:18][C:19]([CH3:22])([CH3:21])[CH3:20])[C@@:15]32[C:30]2[C:25](=[CH:26][C:27]([Cl:31])=[CH:28][CH:29]=2)[NH:24][C:23]3=[O:32])[CH:38]=[CH:37][CH:36]=1 |f:1.2|. Procedure details: To a solution of rac-4-{[(2′S,3′R,4′S,5′R)-4′-(3-bromo-2-fluoro-phenyl)-6-chloro-2′-(2,2-dimethyl-propyl)-2-oxo-1,2-dihydro-spiro[indole-3,3′-pyrrolidine]-5′-carbonyl]amino}-3-methoxy-benzoic acid methyl ester (0.2 g, 0.3 mmol) in MeOH (3 mL) and THF (9 mL) was added an aqueous solution (1N) of NaOH (6 mL, 6 mmol). The reaction mixture was stirred at room temperature for 18 h. The crude mixture was diluted with water (5 mL), and acidified to “pH” 5-6 by dilute aqueous HCl solution. The mixture w... The reactants are Br[Mg]c1ccccc1, CC=CC=CCOc1ccc(C(=O)c2ccc(OCC=CC=CC)cc2)cc1, C1CCOC1. The product is CC=CC=CCOc1ccc(C(O)(c2ccccc2)c2ccc(OCC=CC=CC)cc2)cc1. As a reaction SMILES: [Br:29][Mg:30][c:31]1[cH:32][cH:33][cH:34][cH:35][cH:36]1.[CH2:1]([CH:2]=[CH:3][CH:4]=[CH:5][CH3:6])[O:7][c:8]1[cH:9][cH:10][c:11]([C:12](=[O:13])[c:14]2[cH:15][cH:16][c:17]([O:20][CH2:21][CH:22]=[CH:23][CH:24]=[CH:25][CH3:26])[cH:18][cH:19]2)[cH:27][cH:28]1.[CH2:37]1[O:38][CH2:39][CH2:40][CH2:41]1>>[CH2:1]([CH:2]=[CH:3][CH:4]=[CH:5][CH3:6])[O:7][c:8]1[cH:9][cH:10][c:11]([C:12]([OH:13])([c:14]2[cH:15][cH:16][c:17]([O:20][CH2:21][CH:22]=[CH:23][CH:24]=[CH:25][CH3:26])[cH:18][cH:19]2)[c:31]2[cH:32][cH:33][cH:34][cH:35][cH:36]2)[cH:27][cH:28]1. Product: ClC1=CC=C(C=C1)C=1CCN(CC1)C(=O)C=1C=C(C#N)C=CC1OC(C)C (3-[4-(4-Chloro-phenyl)-3,6-dihydro-2H-pyridine-1-carbonyl]-4-isopropoxy-benzonitrile). Procedure: According to the procedure described for the synthesis of example 4, step f, the title compound has been synthesized from 5-cyano-2-isopropoxy-benzoic acid (CAS: 845616-14-0) and 4-(4-chloro-phenyl)-1,2,3,6-tetrahydro-pyridine hydrochloride (commercial). MS (m/e): 381.1 (MH+, 100%). Reactants: C(#N)C=1C=CC(=C(C(=O)O)C1)OC(C)C (5-cyano-2-isopropoxy-benzoic acid), Cl.ClC1=CC=C(C=C1)C=1CCNCC1 (4-(4-chloro-phenyl)-1,2,3,6-tetrahydro-pyridine hydrochloride). Reaction SMILES: [C:1]([C:3]1[CH:4]=[CH:5][C:6]([O:12][CH:13]([CH3:15])[CH3:14])=[C:7]([CH:11]=1)[C:8]([OH:10])=O)#[N:2].Cl.[Cl:17][C:18]1[CH:23]=[CH:22][C:21]([C:24]2[CH2:25][CH2:26][NH:27][CH2:28][CH:29]=2)=[CH:20][CH:19]=1>>[Cl:17][C:18]1[CH:23]=[CH:22][C:21]([C:24]2[CH2:29][CH2:28][N:27]([C:8]([C:7]3[CH:11]=[C:3]([CH:4]=[CH:5][C:6]=3[O:12][CH:13]([CH3:15])[CH3:14])[C:1]#[N:2])=[O:10])[CH2:26][CH:25]=2)=[CH:20][CH:19]=1 |f:1.2|. Yields the product NC1=NC=2C=CC=CC2C2=C1N=C(N2CCCCC(=O)N)CCC (5-(4-amino-2-propyl-1H-imidazo[4,5-c]quinolin-1-yl)pentanamide). RXN SMILES: [CH2:1]([C:4]1[N:5]([CH2:17][CH2:18][CH2:19][CH2:20][C:21]([NH2:23])=[O:22])[C:6]2[C:15]3[CH:14]=[CH:13][CH:12]=[CH:11][C:10]=3[N:9]=[CH:8][C:7]=2[N:16]=1)[CH2:2][CH3:3].C1C=C(Cl)C=C(C(OO)=O)C=1.C1(C)C=CC(S(Cl)(=O)=O)=CC=1.[OH-].[NH4+:47]>>[NH2:47][C:8]1[C:7]2[N:16]=[C:4]([CH2:1][CH2:2][CH3:3])[N:5]([CH2:17][CH2:18][CH2:19][CH2:20][C:21]([NH2:23])=[O:22])[C:6]=2[C:15]2[CH:14]=[CH:13][CH:12]=[CH:11][C:10]=2[N:9]=1 |f:3.4|. Reported procedure: 5-(2-Propyl-1H-imidazo[4,5-c]quinolin-1-yl)pentanamide (4.4 g, 14 mmol) was treated with mCPBA (4.28 g, 24.8 mmol), ammonium hydroxide (40 mL), and p-toluenesulfonyl chloride (5.24 g, 27.4 mmol) according to a modification of the method described in Part F of Example 34. At the completion of the amination reaction, a precipitate was present and was isolated by filtration. The precipitate was triturated and sonicated with acetone, isolated by filtration, and dried in a vacuum oven at 80° C. to pr... Starting materials: C(CC)C=1N(C2=C(C=NC=3C=CC=CC23)N1)CCCCC(=O)N (5-(2-Propyl-1H-imidazo[4,5-c]quinolin-1-yl)pentanamide), C1=CC(=CC(=C1)Cl)C(=O)OO (mCPBA), C1(=CC=C(C=C1)S(=O)(=O)Cl)C (p-toluenesulfonyl chloride), [OH-].[NH4+] (ammonium hydroxide). Starting materials: COP(=O)(OC)C(C)=O, CC(C)=O, [I-], [Na+]. The product is COP(=O)([O-])C(C)=O, [Na+]. Reaction SMILES: [C:1]([CH3:2])(=[O:3])[P:4]([O:5][CH3:6])([O:7][CH3:8])=[O:9].[CH3:12][C:13](=[O:14])[CH3:15].[I-:11].[Na+:10]>>[C:1]([CH3:2])(=[O:3])[P:4]([O:5][CH3:6])(=[O:7])[O-:9].[Na+:10]. Reported procedure: In said first reaction scheme, we have found that 5-ethyl-1-phenyl-2-(1H)-pyridone can be made from 3-ethyl pyridine (available from Sigma-Aldrich Corporation, St. Louis, Mo.) which is reacted with NaNH2 in presence of a small amount of oleic acid as a catalyst to speed up the reaction. A general reaction scheme for obtaining 2-amino-5-ethyl pyridine isomer from 3-ethylpyridine is provided in U.S. Pat. No. 5,003,069 to McGill et al, “Chichibabin Reaction,” at Example 12. U.S. Pat. No. 5,003,069 ... Reagents/catalysts: C(CCCCCCC\C=C/CCCCCCCC)(=O)O (oleic acid). Product: NC1=NC=C(C=C1)CC (2-amino-5-ethyl pyridine), C(C)C=1C=NC=CC1 (3-ethylpyridine). The reactants are C(C)C=1C=CC(N(C1)C1=CC=CC=C1)=O (5-ethyl-1-phenyl-2-(1H)-pyridone), C(C)C=1C=NC=CC1 (3-ethyl pyridine), NaNH2. RXN SMILES: [CH2:1]([C:3]1[CH:4]=[CH:5][C:6](=O)[N:7](C2C=CC=CC=2)[CH:8]=1)[CH3:2].[CH2:16]([C:18]1[CH:19]=[N:20][CH:21]=[CH:22][CH:23]=1)[CH3:17]>C(O)(=O)CCCCCCC/C=C\CCCCCCCC>[NH2:20][C:6]1[CH:5]=[CH:4][C:3]([CH2:1][CH3:2])=[CH:8][N:7]=1.[CH2:16]([C:18]1[CH:19]=[N:20][CH:21]=[CH:22][CH:23]=1)[CH3:17].